From a dataset of the Open Reaction Database (ORD), a public repository of structured organic reaction records. describe an organic reaction: reactants, conditions, products, and yield The reactants are CC(C)(C)OC(=O)CC(Cc1cc(F)c(F)cc1F)NC(=O)OC(C)(C)C, ClCCl, Cl, O=C(O)C(F)(F)F. Product: CC(C)(C)OC(=O)NC(CC(=O)O)Cc1cc(F)c(F)cc1F. Reaction SMILES: [C:1]([CH3:2])([CH3:3])([CH3:4])[O:5][C:6](=[O:7])[NH:8][CH:9]([CH2:10][C:11](=[O:12])[O:13][C:14]([CH3:15])([CH3:16])[CH3:17])[CH2:18][c:19]1[c:20]([F:27])[cH:21][c:22]([F:26])[c:23]([F:25])[cH:24]1.[CH2:36]([Cl:37])[Cl:38].[ClH:35].[OH:28][C:29]([C:30]([F:31])([F:32])[F:33])=[O:34]>>[C:1]([CH3:2])([CH3:3])([CH3:4])[O:5][C:6](=[O:7])[NH:8][CH:9]([CH2:10][C:11](=[O:12])[OH:13])[CH2:18][c:19]1[c:20]([F:27])[cH:21][c:22]([F:26])[c:23]([F:25])[cH:24]1. Reactants: O=C1CC2(CCCCC2)Oc2ccc(Br)cc21, C1CCOC1, CC(C)(C)S(N)=O, CC(C)O[Ti](OC(C)C)(OC(C)C)OC(C)C. Yields the product CC(C)(C)S(=O)N=C1CC2(CCCCC2)Oc2ccc(Br)cc21. Reaction SMILES: [Br:8][c:9]1[cH:10][c:11]2[c:16]([cH:17][cH:18]1)[O:15][C:14]1([CH2:13][C:12]2=[O:24])[CH2:19][CH2:20][CH2:21][CH2:22][CH2:23]1.[CH2:25]1[O:26][CH2:27][CH2:28][CH2:29]1.[CH3:1][C:2]([CH3:3])([CH3:4])[S:5](=[O:6])[NH2:7].[CH:30]([O:31][Ti:32]([O:33][CH:34]([CH3:35])[CH3:36])([O:37][CH:38]([CH3:39])[CH3:40])[O:41][CH:42]([CH3:43])[CH3:44])([CH3:45])[CH3:46]>>[CH3:1][C:2]([CH3:3])([CH3:4])[S:5](=[O:6])[N:7]=[C:12]1[c:11]2[cH:10][c:9]([Br:8])[cH:18][cH:17][c:16]2[O:15][C:14]2([CH2:13]1)[CH2:19][CH2:20][CH2:21][CH2:22][CH2:23]2. Starting materials: O=C(n1ccnc1)n1ccnc1, CC(C)N1CCNCC1, O=C(O)c1ccc2c(c1)cc(C(=O)N1CCOCC1)n2CC(F)(F)F, C1CCOC1. Yields the product CC(C)N1CCN(C(=O)c2ccc3c(c2)cc(C(=O)N2CCOCC2)n3CC(F)(F)F)CC1. Reaction SMILES: [C:26]([n:27]1[cH:28][cH:29][n:30][cH:31]1)([n:32]1[cH:33][cH:34][n:35][cH:36]1)=[O:37].[CH:38]([CH3:39])([CH3:40])[N:41]1[CH2:42][CH2:43][NH:44][CH2:45][CH2:46]1.[O:1]1[CH2:2][CH2:3][N:4]([C:7](=[O:8])[c:9]2[n:10]([CH2:21][C:22]([F:23])([F:24])[F:25])[c:11]3[cH:12][cH:13][c:14]([C:18](=[O:19])[OH:20])[cH:15][c:16]3[cH:17]2)[CH2:5][CH2:6]1.[O:47]1[CH2:48][CH2:49][CH2:50][CH2:51]1>>[O:1]1[CH2:2][CH2:3][N:4]([C:7](=[O:8])[c:9]2[n:10]([CH2:21][C:22]([F:23])([F:24])[F:25])[c:11]3[cH:12][cH:13][c:14]([C:18](=[O:20])[N:44]4[CH2:43][CH2:42][N:41]([CH:38]([CH3:39])[CH3:40])[CH2:46][CH2:45]4)[cH:15][c:16]3[cH:17]2)[CH2:5][CH2:6]1. The reactants are C(C)OC(=O)C=1C(=NNC1)C (3-Methyl-1H-pyrazole-4-carboxylic acid ethyl ester), N1C=CC2=CC(=CC=C12)B(O)O (1H-indol-5-ylboronic acid), C(C)(=O)[O-] (acetate), N1=CC=CC=C1 (pyridine). The solvent is CN(C=O)C (N,N-dimethylformamide). Run at time 3 day. Product: C(C)OC(=O)C=1C(=NN(C1)C=1C=C2C=CNC2=CC1)C (1-(1H-indol-5-yl)-3-methyl-pyrazole-4-carboxylic acid ethyl ester). Yield: 49.8%. RXN SMILES: [CH2:1]([O:3][C:4]([C:6]1[C:7]([CH3:11])=[N:8][NH:9][CH:10]=1)=[O:5])[CH3:2].[NH:12]1[C:20]2[C:15](=[CH:16][C:17](B(O)O)=[CH:18][CH:19]=2)[CH:14]=[CH:13]1.C([O-])(=O)C.N1C=CC=CC=1>CN(C)C=O>[CH2:1]([O:3][C:4]([C:6]1[C:7]([CH3:11])=[N:8][N:9]([C:17]2[CH:16]=[C:15]3[C:20](=[CH:19][CH:18]=2)[NH:12][CH:13]=[CH:14]3)[CH:10]=1)=[O:5])[CH3:2]. Procedure: 3-Methyl-1H-pyrazole-4-carboxylic acid ethyl ester (1.43 g, 9.27 mmol) and 1H-indol-5-ylboronic acid (1.50 g, 9.29 mmol) were dissolved in N,N-dimethylformamide (93 mL). Cupper (II) acetate (1.27 g, 6.98 mmol) and pyridine (1.50 mL, 18.5 mmol) were added, and the mixture was stirred for 3 days at room temperature. The solvent was distilled off under reduced pressure, and the residue was purified by column chromatography to give the title compound (1.2433 g, 4.62 mmol, 50% Yield). The reactants are CCOC(=O)c1nc(N(C)c2ccc(OC)cc2)c2ccccc2n1, CO, [Na+], [OH-], O. The product is COc1ccc(N(C)c2nc(C(=O)O)nc3ccccc23)cc1. Reaction SMILES: [CH3:1][O:2][c:3]1[cH:4][cH:5][c:6]([N:9]([CH3:10])[c:11]2[n:12][c:13]([C:21](=[O:22])[O:23][CH2:24][CH3:25])[n:14][c:15]3[cH:16][cH:17][cH:18][cH:19][c:20]23)[cH:7][cH:8]1.[CH3:28][OH:29].[Na+:27].[OH-:26].[OH2:30]>>[CH3:1][O:2][c:3]1[cH:4][cH:5][c:6]([N:9]([CH3:10])[c:11]2[n:12][c:13]([C:21](=[O:22])[OH:23])[n:14][c:15]3[cH:16][cH:17][cH:18][cH:19][c:20]23)[cH:7][cH:8]1. The reactants are N[C@@H]([C@H](O)C1=CC=C(C=C1)C=1C=CC(=NC1)CNS(=O)(=O)C)CF (N-((5-(4-((1R,2S)-2-amino-3-fluoro-1-hydroxypropyl)phenyl)pyridin-2-yl)methyl)methanesulfonamide), BrCC(=O)Br (bromoacetyl bromide), [Br-] (bromide), [N-]=[N+]=[N-].[Na+] (sodium azide). The solvent is C(C)OC(C)=O (ethylacetate), O (water), CN(C=O)C (dimethylformamide). Run at temperature 50 celsius. The product is N(=[N+]=[N-])CC(=O)N[C@@H]([C@@H](C1=CC=C(C=C1)C=1C=NC(=CC1)CNS(=O)(=O)C)O)CF (2-azido-N-((1R,2S)-3-fluoro-1-hydroxy-1-(4-(6-(methylsulfonamidomethyl)pyridin-3-yl)phenyl)propan-2-yl)acetamide). Isolated yield 30.4%. As a reaction SMILES: [NH2:1][C@H:2]([CH2:23][F:24])[C@@H:3]([C:5]1[CH:10]=[CH:9][C:8]([C:11]2[CH:12]=[CH:13][C:14]([CH2:17][NH:18][S:19]([CH3:22])(=[O:21])=[O:20])=[N:15][CH:16]=2)=[CH:7][CH:6]=1)[OH:4].Br[CH2:26][C:27](Br)=[O:28].[Br-].[N-:31]=[N+:32]=[N-:33].[Na+]>C(OC(=O)C)C.CN(C)C=O.O>[N:31]([CH2:26][C:27]([NH:1][C@H:2]([CH2:23][F:24])[C@H:3]([OH:4])[C:5]1[CH:10]=[CH:9][C:8]([C:11]2[CH:16]=[N:15][C:14]([CH2:17][NH:18][S:19]([CH3:22])(=[O:20])=[O:21])=[CH:13][CH:12]=2)=[CH:7][CH:6]=1)=[O:28])=[N+:32]=[N-:33] |f:3.4|. Procedure details: To a slurry of N-((5-(4-((1R,2S)-2-amino-3-fluoro-1-hydroxypropyl)phenyl)pyridin-2-yl)methyl)methanesulfonamide (800 mg, 2.26 mmol) in ethylacetate/aqueous NaHCO3 (1:1) (10 mL) is slowly added bromoacetyl bromide (900 mg, 4.5 mmol) over a period of 20 minutes. Organic layer is separated and aqueous layer extracted with ethyl acetate (3×10 mL). Combined extract is dried over Na2SO4 and concentrated to get crude product. m/z (Cl) M+H 474. A mixture of crude bromide (500 mg) and sodium azide (470 m... Starting materials: C(=C)(C)C12C(CC(C(C(=CC1)C)C2)=O)C (5-isopropenyl-4,8-dimethylbicyclo[3.3.1]non-7-en-2-one), [Li]C (MeLi), CCOCC (Et2O), [NH4+].[Cl-] (NH4Cl). The product is C(=C)(C)C12C(CC(C(C(=CC1)C)C2)(O)C)C (5-Isopropenyl-2,4,8-trimethylbicyclo[3.3.1]non-7-en-2-ol). Reaction conditions: temperature 5 celsius, time 5 hour. Reported procedure: At 5° C., a soln. of 1 g of 5-isopropenyl-4,8-dimethylbicyclo[3.3.1]non-7-en-2-one (4.9 mmol) in 15 ml THF was treated dropwise with 21 ml 1.4M MeLi in Et2O (29.4 mmol, 6 eq.). The reaction mixture was stirred 5 h at 5° C., warmed to 25° C. overnight, poured into aq. sat. NH4Cl soln., and extracted with Et2O. The org. phase was washed with aq. sat. NaCl soln., dried, and concentrated. FC (SiO2, hexane/Et2O 9:1) of the crude (1.2 g, starting material/OH exo/OH endo 17:65:18)gave 0.2 g of starting... Solvent: C1CCOC1 (THF). Reaction SMILES: [C:1]([C:4]12[CH2:13][CH:8]([C:9]([CH3:12])=[CH:10][CH2:11]1)[C:7](=[O:14])[CH2:6][CH:5]2[CH3:15])([CH3:3])=[CH2:2].[Li]C.[CH3:18]COCC.[NH4+].[Cl-]>C1COCC1>[C:1]([C:4]12[CH2:13][CH:8]([C:9]([CH3:12])=[CH:10][CH2:11]1)[C:7]([CH3:18])([OH:14])[CH2:6][CH:5]2[CH3:15])([CH3:3])=[CH2:2] |f:3.4|. The reactants are C1CCOC1, O=C(C=Cc1cccnc1)NCCCCC1CCNCC1, O=C=Nc1cccc2ccccc12. Yields the product O=C(C=Cc1cccnc1)NCCCCC1CCN(C(=O)Nc2cccc3ccccc23)CC1. RXN SMILES: [CH2:35]1[O:36][CH2:37][CH2:38][CH2:39]1.[NH:14]1[CH2:15][CH2:16][CH:17]([CH2:20][CH2:21][CH2:22][CH2:23][NH:24][C:25]([CH:26]=[CH:27][c:28]2[cH:29][n:30][cH:31][cH:32][cH:33]2)=[O:34])[CH2:18][CH2:19]1.[c:1]1([N:11]=[C:12]=[O:13])[cH:2][cH:3][cH:4][c:5]2[cH:6][cH:7][cH:8][cH:9][c:10]12>>[c:1]1([NH:11][C:12](=[O:13])[N:14]2[CH2:15][CH2:16][CH:17]([CH2:20][CH2:21][CH2:22][CH2:23][NH:24][C:25]([CH:26]=[CH:27][c:28]3[cH:29][n:30][cH:31][cH:32][cH:33]3)=[O:34])[CH2:18][CH2:19]2)[cH:2][cH:3][cH:4][c:5]2[cH:6][cH:7][cH:8][cH:9][c:10]12.